Dataset: the Open Reaction Database (ORD), a public repository of structured organic reaction records. Task: describe an organic reaction: reactants, conditions, products, and yield The reactants are [Al+3], CCC(=O)Cl, ClCCl, COc1c(C)cccc1C, [Cl-], [Cl-], [Cl-], O. Product: CCC(=O)c1cc(C)c(OC)c(C)c1. As a reaction SMILES: [Al+3:12].[C:16]([CH2:17][CH3:18])(=[O:19])[Cl:20].[CH2:21]([Cl:22])[Cl:23].[CH3:1][c:2]1[c:3]([O:9][CH3:10])[c:4]([CH3:8])[cH:5][cH:6][cH:7]1.[Cl-:11].[Cl-:13].[Cl-:14].[OH2:15]>>[CH3:1][c:2]1[c:3]([O:9][CH3:10])[c:4]([CH3:8])[cH:5][c:6]([C:16]([CH2:17][CH3:18])=[O:19])[cH:7]1. Starting materials: C(=CCCCCCCCCCCCCCCCC)C1C(=O)OC(C1)=O (octadecenyl succinic anhydride), 150, NCCNCCNCCNCCN (tetraethylene pentamine). The solvent is O (water). The product is C(=CCCCCCCCCCCCCCCCC)C1C(=O)NC(C1)=O (Octadecenyl Succinimide). Reaction SMILES: [CH:1]([CH:19]1[CH2:24][C:23](=[O:25])O[C:20]1=[O:21])=[CH:2][CH2:3][CH2:4][CH2:5][CH2:6][CH2:7][CH2:8][CH2:9][CH2:10][CH2:11][CH2:12][CH2:13][CH2:14][CH2:15][CH2:16][CH2:17][CH3:18].[NH2:26]CCNCCNCCNCCN>O>[CH:1]([CH:19]1[CH2:24][C:23](=[O:25])[NH:26][C:20]1=[O:21])=[CH:2][CH2:3][CH2:4][CH2:5][CH2:6][CH2:7][CH2:8][CH2:9][CH2:10][CH2:11][CH2:12][CH2:13][CH2:14][CH2:15][CH2:16][CH2:17][CH3:18]. Reported procedure: Into a 189 liter (50 gallon) stainless steel reactor, charge 62.6 kg. (137.8 lbs.) of double-bond isomerized-octadecenyl succinic anhydride (Dixie Chemical Company, Inc.) and 13.1 kg. (28.8 lbs.) of 150 solvent neutral (S150N) mineral oil. Heat the contents of the reactor to 130° C.±10° C. under a nitrogen atmosphere and stir at a speed of 150 rpm. Charge 15 kg. (33 lbs.) of tetraethylene pentamine (Union Carbide "Ultra High Purity" grade) below the surface of the reactor contents and heat the c... Starting materials: CC(C)(C)[O-], CCCCCC, CC(C)(C)OC(=O)CCl, O=[N+]([O-])c1cc(Cl)c(Cl)cc1Cl, Cl, [K+], C1CCOC1. Yields the product CC(C)(C)OC(=O)Cc1c(Cl)c(Cl)cc(Cl)c1[N+](=O)[O-]. RXN SMILES: [CH3:22][C:23]([CH3:24])([O-:25])[CH3:26].[CH3:34][CH2:35][CH2:36][CH2:37][CH2:38][CH3:39].[Cl:13][CH2:14][C:15](=[O:16])[O:17][C:18]([CH3:19])([CH3:20])[CH3:21].[Cl:1][c:2]1[c:3]([N+:10](=[O:11])[O-:12])[cH:4][c:5]([Cl:9])[c:6]([Cl:8])[cH:7]1.[ClH:28].[K+:27].[O:29]1[CH2:30][CH2:31][CH2:32][CH2:33]1>>[Cl:1][c:2]1[c:3]([N+:10](=[O:11])[O-:12])[c:4]([CH2:14][C:15](=[O:16])[O:17][C:18]([CH3:19])([CH3:20])[CH3:21])[c:5]([Cl:9])[c:6]([Cl:8])[cH:7]1. Reactants: E1, ClC=1C=C2N(C(N1)=O)CCN2C (7-chloro-1-methyl-2,3-dihydroi-midazo[1,2-c]pyrimidin-5(1H)-one), FC=1C=C(C=C(C1OC=1C=NC=C(C1)C(F)(F)F)F)CO ((3,5-difluoro-4-((5-(trifluoromethyl)pyridin-3-yl)oxy)phenyl)methanol), [H-].[Na+] (sodium hydride). Run in CN(C)C=O (DMF). Product: FC=1C=C(COC=2C=C3N(C(N2)=O)CCN3C)C=C(C1OC=1C=NC=C(C1)C(F)(F)F)F (7-((3,5-difluoro-4-((5-(trifluoromethyl)pyridin-3-yl)oxy)benzyl)oxy)-1-methyl-2,3-dihydroimidazo[1,2-c]pyrimidin-5(1H)-one). RXN SMILES: [F:1][C:2]1[CH:3]=[C:4]([CH2:20][OH:21])[CH:5]=[C:6]([F:19])[C:7]=1[O:8][C:9]1[CH:10]=[N:11][CH:12]=[C:13]([C:15]([F:18])([F:17])[F:16])[CH:14]=1.[H-].[Na+].Cl[C:25]1[CH:26]=[C:27]2[N:34]([CH3:35])[CH2:33][CH2:32][N:28]2[C:29](=[O:31])[N:30]=1>CN(C=O)C>[F:1][C:2]1[CH:3]=[C:4]([CH:5]=[C:6]([F:19])[C:7]=1[O:8][C:9]1[CH:10]=[N:11][CH:12]=[C:13]([C:15]([F:16])([F:17])[F:18])[CH:14]=1)[CH2:20][O:21][C:25]1[CH:26]=[C:27]2[N:34]([CH3:35])[CH2:33][CH2:32][N:28]2[C:29](=[O:31])[N:30]=1 |f:1.2|. Procedure: Prepared in a manner similar to that described for E1 using (3,5-difluoro-4-((5-(trifluoromethyl)pyridin-3-yl)oxy)phenyl)methanol (250 mg, 0.819 mmol) in DMF (5 mL), sodium hydride (59.0 mg, 2.46 mmol) and 7-chloro-1-methyl-2,3-dihydroi-midazo[1,2-c]pyrimidin-5(1H)-one (152 mg, 0.819 mmol). The reactants are [H-].[Al+3].[Li+].[H-].[H-].[H-] (Lithium aluminium hydride), CN1C(C(NCC1)C1=CC=CC=C1)=O (1-methyl-2-oxo-3-phenylpiperazine). Run in O1CCCC1 (tetrahydrofuran). Reaction conditions: temperature 5 celsius, time 1 hour. Yields the product CN1CC(NCC1)C1=CC=CC=C1 (1-Methyl-3-phenylpiperazine). Isolated yield 81.4%. As a reaction SMILES: [H-].[Al+3].[Li+].[H-].[H-].[H-].[CH3:7][N:8]1[CH2:13][CH2:12][NH:11][CH:10]([C:14]2[CH:19]=[CH:18][CH:17]=[CH:16][CH:15]=2)[C:9]1=O>O1CCCC1>[CH3:7][N:8]1[CH2:13][CH2:12][NH:11][CH:10]([C:14]2[CH:15]=[CH:16][CH:17]=[CH:18][CH:19]=2)[CH2:9]1 |f:0.1.2.3.4.5|. Procedure details: Lithium aluminium hydride (3.04 g, 0.8 moles) was suspended in tetrahydrofuran (60 ml) under nitrogen atmosphere. A solution of 1-methyl-2-oxo-3-phenylpiperazine (10 g in 10 ml of tetrahydrofuran) was added at 10–15° C. Slowly, raised the temperature of reaction mass and refluxed for 2 hours. Cooled the reaction mass to 5° C. and quenched successively with 3 ml of water, 3 ml of 15% aqueous sodium hydroxide solution and 9 ml of water. Reaction mass was stirred for 1 hour at 25–30° C. Filtered th... Reactants: Cl (HCl), N(=[N+]=[N-])C=1C(=NC=C(C1)F)N (3-azido-5-fluoropyridin-2-amine), C([O-])([O-])=O (Carbonate). The solvent is O1CCCC1 (tetrahydrofuran). Conditions: time 1 hour. The product is FC=1C=C(C(=NC1)N)N (5-Fluoropyridine-2,3-diamine). The yield is 92.8%. As a reaction SMILES: Cl.[N:2]([C:5]1[C:6]([NH2:12])=[N:7][CH:8]=[C:9]([F:11])[CH:10]=1)=[N+]=[N-].C(=O)([O-])[O-]>O1CCCC1>[F:11][C:9]1[CH:10]=[C:5]([NH2:2])[C:6]([NH2:12])=[N:7][CH:8]=1. Procedure: The HCl salt of 3-azido-5-fluoropyridin-2-amine (1.90 g, 10.0 mmol) was dissolved in tetrahydrofuran (100 mL) and treated with MP-Carbonate (Argonaut, 11.5 g). After 1 h, the mixture was filtered, rinsed with more tetrahydrofuran, and concentrated. This residue was dissolved in ethanol (50 mL), purged with argon, and 10% palladium on carbon was added (0.15 g). Hydrogen was introduced (1 atm) and the reaction stirred until complete. The catalyst was filtered and the solvent evaporated from the fi... Starting materials: ClC(C(=O)Cl)Cl (Dichloroacetylchloride), NC1=C(C(=O)C2=CC=CC=C2)C=CC=C1 (2-aminobenzophenone). Solvent: ClCCl (dichloromethane), ClCCl (dichloromethane), C(C)N(CC)CC (triethylamine). Conditions: time 1.5 hour. Yields the product C(C1=CC=CC=C1)(=O)C1=C(NC(C(Cl)Cl)=O)C=CC=C1 (2'-benzoyl-2,2-dichloroacetanilide). Reaction SMILES: [Cl:1][CH:2]([Cl:6])[C:3](Cl)=[O:4].[NH2:7][C:8]1[CH:21]=[CH:20][CH:19]=[CH:18][C:9]=1[C:10]([C:12]1[CH:17]=[CH:16][CH:15]=[CH:14][CH:13]=1)=[O:11]>ClCCl.C(N(CC)CC)C>[C:10]([C:9]1[CH:18]=[CH:19][CH:20]=[CH:21][C:8]=1[NH:7][C:3](=[O:4])[CH:2]([Cl:6])[Cl:1])(=[O:11])[C:12]1[CH:13]=[CH:14][CH:15]=[CH:16][CH:17]=1. Reported procedure: Dichloroacetylchloride (88 ml) in dichloromethane (200 ml) was added dropwise to a stirred solution of 2-aminobenzophenone (157.6g) in dichloromethane (400 ml) and triethylamine (116 ml) while keeping the temperature between 20°-30°C by cooling in ice. On completion of the addition the reaction was stirred at room temperature for 1.5 hours. The reaction mixture was washed with successive portions of distilled water-dilute hydrochloric acid and finally distilled water. After drying over anhydrous...